From a dataset of the Open Reaction Database (ORD), a public repository of structured organic reaction records. describe an organic reaction: reactants, conditions, products, and yield Starting materials: CO, CC(Cl)OC(=O)N1CCC(CNC(=O)OC(C)(C)C)(c2ccccc2)CC1. The product is CC(C)(C)OC(=O)NCC1(c2ccccc2)CCNCC1. As a reaction SMILES: [CH3:28][OH:29].[Cl:1][CH:2]([O:3][C:4](=[O:5])[N:7]1[CH2:8][CH2:9][C:10]([c:13]2[cH:14][cH:15][cH:16][cH:17][cH:18]2)([CH2:19][NH:20][C:21](=[O:22])[O:23][C:24]([CH3:25])([CH3:26])[CH3:27])[CH2:11][CH2:12]1)[CH3:6]>>[NH:7]1[CH2:8][CH2:9][C:10]([c:13]2[cH:14][cH:15][cH:16][cH:17][cH:18]2)([CH2:19][NH:20][C:21](=[O:22])[O:23][C:24]([CH3:25])([CH3:26])[CH3:27])[CH2:11][CH2:12]1.